From a dataset of the Open Reaction Database (ORD), a public repository of structured organic reaction records. describe an organic reaction: reactants, conditions, products, and yield The reactants are C(C)(=O)O[C@@H](C=O)[C@@H](OC(C)=O)[C@H](OC(C)=O)[C@H](OC(C)=O)COC(C)=O (glucose pentaacetate), Br (HBr). Run in C(C)(=O)O (acetic acid). Run at time 69 hour. Yields the product CC(=O)OC[C@@H]1[C@H]([C@@H]([C@H]([C@H](O1)Br)OC(=O)C)OC(=O)C)OC(=O)C (acetobromoglucose). Isolated yield 74.0%. As a reaction SMILES: [C:1]([O:4][C@H:5]([C@H:8]([C@@H:13]([C@@H:18]([CH2:23][O:24][C:25](=[O:27])[CH3:26])[O:19][C:20](=O)C)[O:14][C:15](=[O:17])[CH3:16])[O:9][C:10](=[O:12])[CH3:11])C=O)(=[O:3])[CH3:2].[BrH:28]>C(O)(=O)C>[CH3:26][C:25]([O:24][CH2:23][C@H:18]1[O:19][C@H:20]([Br:28])[C@H:5]([O:4][C:1]([CH3:2])=[O:3])[C@@H:8]([O:9][C:10]([CH3:11])=[O:12])[C@@H:13]1[O:14][C:15]([CH3:16])=[O:17])=[O:27]. Reported procedure: First, 14 g of glucose pentaacetate, from Sigma Chemical Company, was dissolved in 60 ml of 30% HBr in acetic acid and allowed to stand a 4° C. for 69 hours. The acetic acid was removed. The residue was dissolved in 100 ml of chloroform, washed twice with 100 ml of saturated NaHCO3, dried over MgSO4, concentrated, and crystallized from 95% ethanol to give 10.88 g (74%) of acetobromoglucose. Starting materials: C1(=CC=CC=C1)C (toluene), CC(C1=CC=CC=C1)(C)N (α,α-dimethylbenzylamine), ClC(C(=O)Cl)C(C)(C)C (α-chloro-tert-butylacetyl chloride). Run in N1=CC=CC=C1 (pyridine). Reaction conditions: time 3 hour. Yields the product CC(C1=CC=CC=C1)(C)NC(C(Cl)C(C)(C)C)=O (N-(α,α-dimethylbenzyl)-α-chloro-tert-butylacetamide). Yield: 88.6%. As a reaction SMILES: C1(C)C=CC=CC=1.[CH3:8][C:9]([NH2:17])([CH3:16])[C:10]1[CH:15]=[CH:14][CH:13]=[CH:12][CH:11]=1.[Cl:18][CH:19]([C:23]([CH3:26])([CH3:25])[CH3:24])[C:20](Cl)=[O:21]>N1C=CC=CC=1>[CH3:8][C:9]([NH:17][C:20](=[O:21])[CH:19]([C:23]([CH3:26])([CH3:25])[CH3:24])[Cl:18])([CH3:16])[C:10]1[CH:15]=[CH:14][CH:13]=[CH:12][CH:11]=1. Reported procedure: Into a 200 ml four-necked flask, there were charged toluene (100 ml), α,α-dimethylbenzylamine (9 g) and pyridine (5.8 g), and α-chloro-tert-butylacetyl chloride (11.3 g) was dropwise added thereto while stirring at room temperature. Stirring was continued for 3 hours. The reaction mixture was washed with water to remove pyridine hydrochloride. After the toluene layer was dried over anhydrous sodium sulfate, the solvent was distilled off under reduced pressure. The obtained residue was recrystall... Starting materials: CC(C)O, O=C1N(CC(F)(F)F)c2cnc(Cl)nc2N(C2CCCC2)CC1(F)F, ClCCl, COc1cc(C(=O)NC2CCN(C)CC2)ccc1N, [Na+], [Na+], O=C([O-])[O-], O, Cc1ccc(S(=O)(=O)O)cc1. Product: COc1cc(C(=O)NC2CCN(C)CC2)ccc1Nc1ncc2c(n1)N(C1CCCC1)CC(F)(F)C(=O)N2CC(F)(F)F. RXN SMILES: [CH:66]([OH:67])([CH3:68])[CH3:69].[Cl:1][c:2]1[n:3][cH:4][c:5]2[c:6]([n:25]1)[N:7]([CH:20]1[CH2:21][CH2:22][CH2:23][CH2:24]1)[CH2:8][C:9]([F:18])([F:19])[C:10](=[O:17])[N:11]2[CH2:12][C:13]([F:14])([F:15])[F:16].[Cl:63][CH2:64][Cl:65].[NH2:26][c:27]1[c:28]([O:43][CH3:44])[cH:29][c:30]([C:31](=[O:32])[NH:33][CH:34]2[CH2:35][CH2:36][N:37]([CH3:40])[CH2:38][CH2:39]2)[cH:41][cH:42]1.[Na+:57].[Na+:58].[O-:59][C:60](=[O:61])[O-:62].[OH2:45].[c:46]1([CH3:47])[cH:48][cH:49][c:50]([S:51]([OH:52])(=[O:53])=[O:54])[cH:55][cH:56]1>>[c:2]1([NH:26][c:27]2[c:28]([O:43][CH3:44])[cH:29][c:30]([C:31](=[O:32])[NH:33][CH:34]3[CH2:35][CH2:36][N:37]([CH3:40])[CH2:38][CH2:39]3)[cH:41][cH:42]2)[n:3][cH:4][c:5]2[c:6]([n:25]1)[N:7]([CH:20]1[CH2:21][CH2:22][CH2:23][CH2:24]1)[CH2:8][C:9]([F:18])([F:19])[C:10](=[O:17])[N:11]2[CH2:12][C:13]([F:14])([F:15])[F:16]. Reactants: NC1=CC2=C(N=C(S2)OC2=CC=C(C=C2)NS(=O)(=O)C2=C(C=C(C=C2)C(F)(F)F)Cl)C=C1 (N-[4-(6-Amino-benzothiazol-2-yloxy)-phenyl]-2-chloro-4-trifluoromethyl-benzenesulfonamide), CS(=O)(=O)Cl (methanesulfonyl chloride). Product: ClC1=C(C=CC(=C1)C(F)(F)F)S(=O)(=O)NC1=CC=C(C=C1)OC=1SC2=C(N1)C=CC(=C2)NS(=O)(=O)C (2-Chloro-N-[4-(6-methanesulfonylamino-benzothiazol-2-yloxy)-phenyl]-4-trifluoromethyl-benzenesulfonamide). As a reaction SMILES: [NH2:1][C:2]1[CH:32]=[CH:31][C:5]2[N:6]=[C:7]([O:9][C:10]3[CH:15]=[CH:14][C:13]([NH:16][S:17]([C:20]4[CH:25]=[CH:24][C:23]([C:26]([F:29])([F:28])[F:27])=[CH:22][C:21]=4[Cl:30])(=[O:19])=[O:18])=[CH:12][CH:11]=3)[S:8][C:4]=2[CH:3]=1.[CH3:33][S:34](Cl)(=[O:36])=[O:35]>>[Cl:30][C:21]1[CH:22]=[C:23]([C:26]([F:27])([F:28])[F:29])[CH:24]=[CH:25][C:20]=1[S:17]([NH:16][C:13]1[CH:14]=[CH:15][C:10]([O:9][C:7]2[S:8][C:4]3[CH:3]=[C:2]([NH:1][S:34]([CH3:33])(=[O:36])=[O:35])[CH:32]=[CH:31][C:5]=3[N:6]=2)=[CH:11][CH:12]=1)(=[O:18])=[O:19]. Procedure: 2-Chloro-N-[4-(6-methanesulfonylamino-benzothiazol-2-yloxy)-phenyl]-4-trifluoromethyl-benzenesulfonamide was synthesized from N-[4-(6-amino-benzothiazol-2-yloxy)-phenyl]-2-chloro-4-trifluoromethyl-benzenesulfonamide (448) and methanesulfonyl chloride (Aldrich) in a similar manner as described in Examples 70-91. Starting materials: CC(C)(C)OC(=O)N1CCC(N)C1, CCS(=O)(=O)c1ncc(C(=O)c2cc(F)ccc2OC)c(N)n1. Product: COc1ccc(F)cc1C(=O)c1cnc(NC2CCN(C(=O)OC(C)(C)C)C2)nc1N. As a reaction SMILES: [C:24]([CH3:25])([CH3:26])([CH3:27])[O:28][C:29](=[O:30])[N:31]1[CH2:32][CH:33]([NH2:36])[CH2:34][CH2:35]1.[NH2:1][c:2]1[n:3][c:4]([S:19]([CH2:20][CH3:21])(=[O:22])=[O:23])[n:5][cH:6][c:7]1[C:8](=[O:9])[c:10]1[c:11]([O:17][CH3:18])[cH:12][cH:13][c:14]([F:16])[cH:15]1>>[NH2:1][c:2]1[n:3][c:4]([NH:36][CH:33]2[CH2:32][N:31]([C:29]([O:28][C:24]([CH3:25])([CH3:26])[CH3:27])=[O:30])[CH2:35][CH2:34]2)[n:5][cH:6][c:7]1[C:8](=[O:9])[c:10]1[c:11]([O:17][CH3:18])[cH:12][cH:13][c:14]([F:16])[cH:15]1. The reactants are C(C)(C)(C)OC(=O)NCC(=O)N1CCC=2C(=CC=NC2C1CC(=O)OC)Cl (methyl 2-(7-(2-((tert-butoxycarbonyl)amino)acetyl)-4-chloro-5,6,7,8-tetrahydro-1,7-naphthyridin-8-yl)acetate), [OH-].[Na+] (NaOH). The solvent is CO (MeOH). Reaction conditions: time 5 day. Yields the product C(C)(C)(C)OC(=O)NCC(=O)N1CCC=2C(=CC=NC2C1CC(=O)[O-])Cl.[Na+] (sodium 2-(7-(2-((tert-butoxycarbonyl)amino)acetyl)-4-chloro-5,6,7,8-tetrahydro-1,7-naphthyridin-8-yl)acetate). Isolated yield 97.8%. RXN SMILES: [C:1]([O:5][C:6]([NH:8][CH2:9][C:10]([N:12]1[CH:21]([CH2:22][C:23]([O:25]C)=[O:24])[C:20]2[N:19]=[CH:18][CH:17]=[C:16]([Cl:27])[C:15]=2[CH2:14][CH2:13]1)=[O:11])=[O:7])([CH3:4])([CH3:3])[CH3:2].[OH-].[Na+:29]>CO>[C:1]([O:5][C:6]([NH:8][CH2:9][C:10]([N:12]1[CH:21]([CH2:22][C:23]([O-:25])=[O:24])[C:20]2[N:19]=[CH:18][CH:17]=[C:16]([Cl:27])[C:15]=2[CH2:14][CH2:13]1)=[O:11])=[O:7])([CH3:4])([CH3:2])[CH3:3].[Na+:29] |f:1.2,4.5|. Procedure: 94-7. To a stirred solution of methyl 2-(7-(2-((tert-butoxycarbonyl)amino)acetyl)-4-chloro-5,6,7,8-tetrahydro-1,7-naphthyridin-8-yl)acetate (540 mg, 1.36 mmol) in MeOH (10 mL), 4N aqueous NaOH (0.39 mL, 1.56 mmol) was added and the solution was stirred at RT for 5 days. The solvent was evaporated under reduced pressure. The residue was dried under high vacuo overnight to yield the title compound as a beige powder (540 mg) which was used without further purification in the next step. UPLC-MS: MS ... RXN SMILES: [OH:1][c:2]1[cH:3][cH:4][c:5]2[c:6]([cH:19]1)[CH:7]=[CH:8][c:9]1[c:10]([cH:12][c:13]([C:16](=[O:17])[OH:18])[cH:14][cH:15]1)[S:11]2.[cH:20]1[c:21]2[c:31]([cH:32][c:33]([C:34]([OH:35])=[O:36])[cH:37]1)[S:30][c:29]1[c:24]([cH:25][cH:26][cH:27][cH:28]1)[CH2:23][CH2:22]2>>[OH:1][c:2]1[cH:3][cH:4][c:5]2[c:6]([cH:19]1)[CH:7]=[CH:8][c:9]1[c:10]([cH:12][c:13]([CH2:16][OH:17])[cH:14][cH:15]1)[S:11]2. The reactants are O=C(O)c1ccc2c(c1)Sc1ccc(O)cc1C=C2, O=C(O)c1ccc2c(c1)Sc1ccccc1CC2. The product is OCc1ccc2c(c1)Sc1ccc(O)cc1C=C2.